From a dataset of the Open Reaction Database (ORD), a public repository of structured organic reaction records. describe an organic reaction: reactants, conditions, products, and yield Starting materials: CN(c1cc(C(=O)O)ncn1)C1CCCCC1, Nc1ccnc2ccccc12. The product is CN(c1cc(C(=O)Nc2ccnc3ccccc23)ncn1)C1CCCCC1. Reaction SMILES: [CH:1]1([N:7]([c:8]2[cH:9][c:10]([C:14](=[O:15])[OH:16])[n:11][cH:12][n:13]2)[CH3:17])[CH2:2][CH2:3][CH2:4][CH2:5][CH2:6]1.[NH2:18][c:19]1[cH:20][cH:21][n:22][c:23]2[cH:24][cH:25][cH:26][cH:27][c:28]12>>[CH:1]1([N:7]([c:8]2[cH:9][c:10]([C:14](=[O:16])[NH:18][c:19]3[cH:20][cH:21][n:22][c:23]4[cH:24][cH:25][cH:26][cH:27][c:28]34)[n:11][cH:12][n:13]2)[CH3:17])[CH2:2][CH2:3][CH2:4][CH2:5][CH2:6]1. The reactants are C(C1=CC=CC=C1)OC1=CC=C(OC2CN3CCC2CC3)C=C1 (3-[4-(benzyloxy)phenoxy]quinuclidine), Cl (HCl), O1CCOCC1 (1,4-dioxane). The solvent is C(C)(=O)OCC (ethyl acetate). Product: Cl.C(C1=CC=CC=C1)OC1=CC=C(OC2CN3CCC2CC3)C=C1 (3-[4-(benzyloxy)phenoxy]quinuclidine hydrochloride). RXN SMILES: [CH2:1]([O:8][C:9]1[CH:23]=[CH:22][C:12]([O:13][CH:14]2[CH:19]3[CH2:20][CH2:21][N:16]([CH2:17][CH2:18]3)[CH2:15]2)=[CH:11][CH:10]=1)[C:2]1[CH:7]=[CH:6][CH:5]=[CH:4][CH:3]=1.[ClH:24].O1CCOCC1>C(OCC)(=O)C>[ClH:24].[CH2:1]([O:8][C:9]1[CH:23]=[CH:22][C:12]([O:13][CH:14]2[CH:19]3[CH2:20][CH2:21][N:16]([CH2:17][CH2:18]3)[CH2:15]2)=[CH:11][CH:10]=1)[C:2]1[CH:3]=[CH:4][CH:5]=[CH:6][CH:7]=1 |f:4.5|. Procedure: The product of Example 15A (100 mg, 0.32 mmol) in ethyl acetate (5 mL) was treated with 4M HCl in 1,4-dioxane (0.5 mL, 2.0 mmol). The title compound was obtained as a solid (80 mg, yield, 72%). 1H NMR (MeOH-d4, 300 MHz) δ 1.80–2.16 (m, 3H), 2.25–2.40 (m, 1H), 2.46 (m, 1H), 3.30–3.46 (m, 5H), 3.76 (m, 1H), 4.75 (m, 1H), 5.02 (s, 2H), 6.80–6.95 (m, 4H), 7.28–7.40 (m, 5H) ppm. MS (DCl/NH3) m/z 310 (M+H)+. Anal. calculated for C20H23NO2.1.4HCl.0.8H2O: C, 64.08; H, 6.99; N, 3. 74. Found: C, 64.14; H,...